This data is from the Open Reaction Database (ORD), a public repository of structured organic reaction records. The task is: describe an organic reaction: reactants, conditions, products, and yield The reactants are ClC1=C(C=NC2=CC3=C(C=C12)C=C(C(=C3)O)OC)C#N (4-chloro-8-hydroxy-7-methoxybenzo[g]quinoline-3-carbonitrile), ClC=1C=C(C=CC1SC=1N(C=CN1)C)N (3-chloro-4-(1-methyl-1H-imidazol-2-ylsulfanyl)phenylamine), Cl.N1=CC=CC=C1 (pyridine hydrochloride). Run in C(C)OCCO (2-ethoxyethanol), C([O-])([O-])=O.[Na+].[Na+] (sodium carbonate). Run at temperature 120 celsius, time 15 minute. Product: ClC=1C=C(C=CC1SC=1N(C=CN1)C)NC1=C(C=NC2=CC3=C(C=C12)C=C(C(=C3)O)OC)C#N (4-[3-chloro-4-(1-methyl-1H-imidazol-2-ylsulfanyl)phenylamino]-8-hydroxy-7-methoxybenzo[g]quinoline-3-carbonitrile). The yield is 65.6%. As a reaction SMILES: Cl[C:2]1[C:11]2[C:6](=[CH:7][C:8]3[CH:15]=[C:14]([OH:16])[C:13]([O:17][CH3:18])=[CH:12][C:9]=3[CH:10]=2)[N:5]=[CH:4][C:3]=1[C:19]#[N:20].[Cl:21][C:22]1[CH:23]=[C:24]([NH2:35])[CH:25]=[CH:26][C:27]=1[S:28][C:29]1[N:30]([CH3:34])[CH:31]=[CH:32][N:33]=1.Cl.N1C=CC=CC=1>C(OCCO)C.C(=O)([O-])[O-].[Na+].[Na+]>[Cl:21][C:22]1[CH:23]=[C:24]([NH:35][C:2]2[C:11]3[C:6](=[CH:7][C:8]4[CH:15]=[C:14]([OH:16])[C:13]([O:17][CH3:18])=[CH:12][C:9]=4[CH:10]=3)[N:5]=[CH:4][C:3]=2[C:19]#[N:20])[CH:25]=[CH:26][C:27]=1[S:28][C:29]1[N:30]([CH3:34])[CH:31]=[CH:32][N:33]=1 |f:2.3,5.6.7|. Procedure: A mixture of 1.0 g (3.53 mmol) of 4-chloro-8-hydroxy-7-methoxybenzo[g]quinoline-3-carbonitrile, 0.93 g (3.88 mmol) of 3-chloro-4-(1-methyl-1H-imidazol-2-ylsulfanyl)phenylamine and 0.41 g (3.52 mmol) of pyridine hydrochloride in 20 mL of 2-ethoxyethanol is heated at 120° C. for 2 hours, then cooled to room temperature. The product mixture is diluted with a saturated solution of sodium carbonate, stirred for 15 minutes and the solid is collected by filtration. The solid is washed with water and dr... Starting materials: NCCNC1=C2N=CN(C2=NC(=N1)Cl)C1CCCC1 (N-(2-aminoethyl)-2-chloro-9-cyclopentyl-9H-purin-6-amine), C(#N)[BH3-].[Na+] (sodium cyanoborohydride), CO (methanol), C(C1=CC=CC=C1)=O (benzaldehyde). Solvent: CCCCCC (hexane), C(C)(=O)O (acetic acid), CCOC(=O)C (AcOEt). Run at time 3 hour. The product is ClC1=NC(=C2N=CN(C2=N1)C1CCCC1)NCCNC(C1=CC=CC=C1)C1=CC=CC=C1 (2-chloro-9-cyclopentyl-N-[2-[(diphenylmethyl)-amino]-ethyl]-9H-purin-6-amine). As a reaction SMILES: [NH2:1][CH2:2][CH2:3][NH:4][C:5]1[N:13]=[C:12]([Cl:14])[N:11]=[C:10]2[C:6]=1[N:7]=[CH:8][N:9]2[CH:15]1[CH2:19][CH2:18][CH2:17][CH2:16]1.CO.[CH:22](=O)[C:23]1[CH:28]=[CH:27][CH:26]=[CH:25][CH:24]=1.C([BH3-])#N.[Na+]>CCCCCC.CCOC(C)=O.C(O)(=O)C>[Cl:14][C:12]1[N:11]=[C:10]2[C:6]([N:7]=[CH:8][N:9]2[CH:15]2[CH2:19][CH2:18][CH2:17][CH2:16]2)=[C:5]([NH:4][CH2:3][CH2:2][NH:1][CH:22]([C:23]2[CH:28]=[CH:27][CH:26]=[CH:25][CH:24]=2)[C:23]2[CH:28]=[CH:27][CH:26]=[CH:25][CH:24]=2)[N:13]=1 |f:3.4|. Procedure: The operation is carried out as in Stage 2 of Example 7 starting from 141 mg of the product obtained in Stage 1 of Example 7, 2 ml of methanol, 0.7 ml (15 eq) of benzaldehyde and 0.1 ml of acetic acid then the reaction medium is agitated at ambient temperature for approximately 3 hours. Then 55 mg of sodium cyanoborohydride (NaBH3CN) is added and the reaction medium is agitated at ambient temperature for 1 hour. 10 ml AcOEt is added, followed by washing with 2×5 ml H2O, then 5 ml of a saturated ... Reactants: ( b ), [OH-].[K+] (potassium hydroxide), ClC1=C(C=CC=C1)C(C#N)CCN1CCCCC1 ((±)-α-(2-chlorophenyl)-1-piperidinebutanenitrile), COC(CBr)OC (bromoacetaldehyde dimethyl acetal). Solvent: CS(=O)C (dimethylsulfoxide). Product: ClC1=C(C=CC=C1)C(C#N)(CCN1CCCCC1)CC(OC)OC ((±)-α-(2-chlorophenyl)-α-(2,2-dimethoxyethyl)-1-piperidinebutanenitrile). Reaction SMILES: [Cl:1][C:2]1[CH:7]=[CH:6][CH:5]=[CH:4][C:3]=1[CH:8]([CH2:11][CH2:12][N:13]1[CH2:18][CH2:17][CH2:16][CH2:15][CH2:14]1)[C:9]#[N:10].[CH3:19][O:20][CH:21]([O:24][CH3:25])[CH2:22]Br.[OH-].[K+]>CS(C)=O>[Cl:1][C:2]1[CH:7]=[CH:6][CH:5]=[CH:4][C:3]=1[C:8]([CH2:22][CH:21]([O:24][CH3:25])[O:20][CH3:19])([CH2:11][CH2:12][N:13]1[CH2:18][CH2:17][CH2:16][CH2:15][CH2:14]1)[C:9]#[N:10] |f:2.3|. Procedure: The synthesis outlined in Scheme II comprises (a) reacting commercially available 2-chlorobenzeneacetonitrile with 1-(2-chloroethyl)piperidine in the presence of a base, such as sodium hydroxide, and methyltributylammonium chloride to give (±)-α-(2-chlorophenyl)-1-piperidinebutanenitrile; (b) alkylating the resulting piperidinebutanenitrile with bromoacetaldehyde dimethyl acetal in dimethylsulfoxide (DMSO) in the presence of potassium hydroxide to produce (±)-α-(2-chlorophenyl)-α-(2,2-dimethoxye... The reactants are BrC1=C(CNC(OC(C)(C)C)=O)C=CC=C1 (tert-butyl 2-bromobenzylcarbamate), B1(OC(C(O1)(C)C)(C)C)B2OC(C(O2)(C)C)(C)C (bis(pinacolato)diboron), C(C)(=O)[O-].[K+] (potassium acetate), Cl.N12C[C@H](C(CC1)CC2)NC(=O)C=2OC1=C(C2)C=CC=C1Br (N-[(3S)-1-azabicyclo[2.2.2]oct-3-yl]-7-bromo-1-benzofuran-2-carboxamide hydrochloride), C([O-])([O-])=O.[Na+].[Na+] (sodium carbonate). Reagents/catalysts: C1=CC=C(C=C1)P([C-]2C=CC=C2)C3=CC=CC=C3.C1=CC=C(C=C1)P([C-]2C=CC=C2)C3=CC=CC=C3.Cl[Pd]Cl.[Fe+2] (PdCl2(dppf)), C1=CC=C(C=C1)P([C-]2C=CC=C2)C3=CC=CC=C3.C1=CC=C(C=C1)P([C-]2C=CC=C2)C3=CC=CC=C3.Cl[Pd]Cl.[Fe+2] (PdCl2(dppf)). Solvent: CN(C)C=O (DMF). Reaction conditions: time 2 hour. Product: Cl.Cl.NCC1=C(C=CC=C1)C1=CC=CC=2C=C(OC21)C(=O)N[C@@H]2CN1CCC2CC1 (7-[2-(Aminomethyl)phenyl]-N-[(3S)-1-azabicyclo[2.2.2]oct-3-yl]-1-benzofuran-2-carboxamide dihydrochloride). Reaction SMILES: Br[C:2]1[CH:16]=[CH:15][CH:14]=[CH:13][C:3]=1[CH2:4][NH:5]C(=O)OC(C)(C)C.B1(B2OC(C)(C)C(C)(C)O2)OC(C)(C)C(C)(C)O1.C([O-])(=O)C.[K+].[ClH:40].[N:41]12[CH2:48][CH2:47][CH:44]([CH2:45][CH2:46]1)[C@H:43]([NH:49][C:50]([C:52]1[O:53][C:54]3[C:60](Br)=[CH:59][CH:58]=[CH:57][C:55]=3[CH:56]=1)=[O:51])[CH2:42]2.C(=O)([O-])[O-].[Na+].[Na+]>CN(C=O)C.C1C=CC(P(C2C=CC=CC=2)[C-]2C=CC=C2)=CC=1.C1C=CC(P(C2C=CC=CC=2)[C-]2C=CC=C2)=CC=1.Cl[Pd]Cl.[Fe+2]>[ClH:40].[ClH:40].[NH2:5][CH2:4][C:3]1[CH:13]=[CH:14][CH:15]=[CH:16][C:2]=1[C:60]1[C:54]2[O:53][C:52]([C:50]([NH:49][C@H:43]3[CH:44]4[CH2:45][CH2:46][N:41]([CH2:48][CH2:47]4)[CH2:42]3)=[O:51])=[CH:56][C:55]=2[CH:57]=[CH:58][CH:59]=1 |f:2.3,4.5,6.7.8,10.11.12.13,14.15.16|. Reported procedure: 500 mg (1.75 mmol) of tert-butyl 2-bromobenzylcarbamate, 512 mg (2.02 mmol) of bis(pinacolato)diboron, 428.7 mg (4.37 mmol) of potassium acetate, 49.2 mg (0.07 mmol) of PdCl2(dppf), 518.4 mg (1.34 mmol) of N-[(3S)-1-azabicyclo[2.2.2]oct-3-yl]-7-bromo-1-benzofuran-2-carboxamide hydrochloride (free base: Example 31A), 3.36 ml of 2 M sodium carbonate solution and a further 49.2 mg (0.07 mmol) of PdCl2(dppf) in 5 ml of DMF are reacted by general method D. The crude product which has been dried under... Reactants: BrCCBr, CCOC(C)=O, Oc1cc(Cl)cc(Cl)c1, [Na+], [OH-], O. Yields the product Clc1cc(Cl)cc(OCCBr)c1. Reaction SMILES: [Br:12][CH2:13][CH2:14][Br:15].[CH3:17][CH2:18][O:19][C:20]([CH3:21])=[O:22].[Cl:3][c:4]1[cH:5][c:6]([OH:11])[cH:7][c:8]([Cl:10])[cH:9]1.[Na+:2].[OH-:1].[OH2:16]>>[Cl:3][c:4]1[cH:5][c:6]([O:11][CH2:14][CH2:13][Br:12])[cH:7][c:8]([Cl:10])[cH:9]1. Starting materials: FC1=CC=C(CN2CCN(CC2)C(CCC(=O)C2=CC=CC=C2)F)C=C1 (γ-[4-(p-Fluorobenzyl)piperazino]-4-fluorobutyrophenone), FC(N1CCN(CC1)C(CCC(=O)C1=CC=CC=C1)F)(F)F (4-(p-Trifluoromethylpiperazino]-4-fluorobutyrophenone). Yields the product CC1=CC=C(CN2CCN(CC2)C(CCC(=O)C2=CC=CC=C2)F)C=C1 (γ-[4-(p-Methylbenzyl)piperazino]-4-fluorobutyrophenone). RXN SMILES: F[C:2]1[CH:26]=[CH:25][C:5]([CH2:6][N:7]2[CH2:12][CH2:11][N:10]([CH:13]([F:24])[CH2:14][CH2:15][C:16]([C:18]3[CH:23]=[CH:22][CH:21]=[CH:20][CH:19]=3)=[O:17])[CH2:9][CH2:8]2)=[CH:4][CH:3]=1.F[C:28](F)(F)N1CCN(C(F)CCC(C2C=CC=CC=2)=O)CC1>>[CH3:28][C:2]1[CH:26]=[CH:25][C:5]([CH2:6][N:7]2[CH2:12][CH2:11][N:10]([CH:13]([F:24])[CH2:14][CH2:15][C:16]([C:18]3[CH:23]=[CH:22][CH:21]=[CH:20][CH:19]=3)=[O:17])[CH2:9][CH2:8]2)=[CH:4][CH:3]=1. Procedure details: γ-[4-(p-Fluorobenzyl)piperazino]-4-fluorobutyrophenone γ-[4-(p-Trifluoromethylpiperazino]-4-fluorobutyrophenone